This data is from the Open Reaction Database (ORD), a public repository of structured organic reaction records. The task is: describe an organic reaction: reactants, conditions, products, and yield Yields the product CCc1cc(-c2cncc(C(=O)NCc3ccc(O)c(OC)c3)c2)c(C)[nH]c1=O. As a reaction SMILES: [CH2:1]([CH3:2])[c:3]1[cH:4][c:5](-[c:11]2[cH:12][n:13][cH:14][c:15]([C:17](=[O:18])[OH:19])[cH:16]2)[c:6]([CH3:10])[nH:7][c:8]1=[O:9].[OH:20][c:21]1[c:22]([O:29][CH3:30])[cH:23][c:24]([CH2:25][NH2:26])[cH:27][cH:28]1>>[CH2:1]([CH3:2])[c:3]1[cH:4][c:5](-[c:11]2[cH:12][n:13][cH:14][c:15]([C:17](=[O:19])[NH:26][CH2:25][c:24]3[cH:23][c:22]([O:29][CH3:30])[c:21]([OH:20])[cH:28][cH:27]3)[cH:16]2)[c:6]([CH3:10])[nH:7][c:8]1=[O:9]. Starting materials: CCc1cc(-c2cncc(C(=O)O)c2)c(C)[nH]c1=O, COc1cc(CN)ccc1O.